From a dataset of the Open Reaction Database (ORD), a public repository of structured organic reaction records. describe an organic reaction: reactants, conditions, products, and yield Starting materials: CS(C)=O, CCOC(=O)N=C=S, Cc1cc(C(=O)Nc2cc(Oc3ccc(N)nc3)ccc2F)n(C)n1, O. The product is CCOC(=O)NC(=S)Nc1ccc(Oc2ccc(F)c(NC(=O)c3cc(C)nn3C)c2)cn1. As a reaction SMILES: [CH3:34][S:35]([CH3:36])=[O:37].[N:26](=[C:27]=[S:28])[C:29](=[O:30])[O:31][CH2:32][CH3:33].[NH2:1][c:2]1[cH:3][cH:4][c:5]([O:8][c:9]2[cH:10][cH:11][c:12]([F:25])[c:13]([NH:15][C:16](=[O:17])[c:18]3[cH:19][c:20]([CH3:24])[n:21][n:22]3[CH3:23])[cH:14]2)[cH:6][n:7]1.[OH2:38]>>[NH:1]([c:2]1[cH:3][cH:4][c:5]([O:8][c:9]2[cH:10][cH:11][c:12]([F:25])[c:13]([NH:15][C:16](=[O:17])[c:18]3[cH:19][c:20]([CH3:24])[n:21][n:22]3[CH3:23])[cH:14]2)[cH:6][n:7]1)[C:27]([NH:26][C:29](=[O:30])[O:31][CH2:32][CH3:33])=[S:28]. Reactants: ClC=1C=CC=2N(N1)N=C(N2)C (6-Chloro-2-methyl[1,2,4]triazolo[1,5-b]pyridazine), C1(=CC=CC=C1)C(OC1CCN(CC1)CCCN)C1=CC=CC=C1 (4-(diphenylmethoxy)-1-piperidinepropanamine), C(C)N(C(C)C)C(C)C (N-ethyldiisopropylamine), ice water, C(O)([O-])=O.[Na+] (sodium hydrogen carbonate). Solvent: C(CCC)O (n-butanol), C(C)(=O)OCC (ethyl acetate). The product is C1(=CC=CC=C1)C(OC1CCN(CC1)CCCNC=1C=CC=2N(N1)N=C(N2)C)C2=CC=CC=C2 (6-[3-[4-(diphenylmethoxy)piperidino]propylamino]-2-methyl[1,2,4]triazolo[1,5-b]pyridazine). The yield is 30.9%. RXN SMILES: Cl[C:2]1[CH:3]=[CH:4][C:5]2[N:6]([N:8]=[C:9]([CH3:11])[N:10]=2)[N:7]=1.[C:12]1([CH:18]([C:30]2[CH:35]=[CH:34][CH:33]=[CH:32][CH:31]=2)[O:19][CH:20]2[CH2:25][CH2:24][N:23]([CH2:26][CH2:27][CH2:28][NH2:29])[CH2:22][CH2:21]2)[CH:17]=[CH:16][CH:15]=[CH:14][CH:13]=1.C(N(C(C)C)C(C)C)C.C(=O)([O-])O.[Na+]>C(O)CCC.C(OCC)(=O)C>[C:30]1([CH:18]([C:12]2[CH:17]=[CH:16][CH:15]=[CH:14][CH:13]=2)[O:19][CH:20]2[CH2:25][CH2:24][N:23]([CH2:26][CH2:27][CH2:28][NH:29][C:2]3[CH:3]=[CH:4][C:5]4[N:6]([N:8]=[C:9]([CH3:11])[N:10]=4)[N:7]=3)[CH2:22][CH2:21]2)[CH:31]=[CH:32][CH:33]=[CH:34][CH:35]=1 |f:3.4|. Procedure details: 6-Chloro-2-methyl[1,2,4]triazolo[1,5-b]pyridazine (655 mg) and 4-(diphenylmethoxy)-1-piperidinepropanamine (1.26 g) was suspended in n-butanol (20 ml), followed by addition of N-ethyldiisopropylamine (1.94 ml). The mixture was refluxed under heating for 22 hours, followed by addition of ice-water and sodium hydrogen carbonate and extraction with ethyl acetate. The extract was washed with an aqueous sodium chloride saturated solution, dried over magnesium sulfate and concentrated under reduced pr...